This data is from the Open Reaction Database (ORD), a public repository of structured organic reaction records. The task is: describe an organic reaction: reactants, conditions, products, and yield Starting materials: BrC1=CC=C(C=C1)C(CC(C(=O)[O-])(C(=O)[O-])CCC)=O (2-[2-(4-bromophenyl)-2-oxoethyl]-2-propylmalonate), CC(=O)C (acetone), [OH-].[Na+] (sodium hydroxide). The solvent is C(C)O (ethanol). Reaction conditions: temperature 55 celsius, time 15 minute. Yields the product BrC1=CC=C(C=C1)C(CC(C(=O)OCC)CCC)=O (ethyl 2-[2-(4-bromophenyl)-2-oxoethyl]pentanoate). Isolated yield 20.0%. RXN SMILES: [Br:1][C:2]1[CH:7]=[CH:6][C:5]([C:8](=[O:20])[CH2:9][C:10]([CH2:17][CH2:18][CH3:19])([C:14]([O-:16])=[O:15])C([O-])=O)=[CH:4][CH:3]=1.[CH3:21][C:22](C)=O.[OH-].[Na+]>C(O)C>[Br:1][C:2]1[CH:3]=[CH:4][C:5]([C:8](=[O:20])[CH2:9][CH:10]([CH2:17][CH2:18][CH3:19])[C:14]([O:16][CH2:21][CH3:22])=[O:15])=[CH:6][CH:7]=1 |f:2.3|. Reported procedure: To a 200 mL flask was added crude 2-[2-(4-bromophenyl)-2-oxoethyl]-2-propylmalonate (7.62 g, 19.2 mmol), acetone (21 mL), and ethanol (19 mL), followed by addition of 1 N aqueous sodium hydroxide solution (19.1 mL). The reaction mixture was heated to 55° C. for 3 h. The clear, orange-red reaction mixture was then concentrated under reduced pressure and the residue was redissolved in dimethoxyethane (30 mL). The mixture was heated to 80° C. for 3 h. The reaction mixture was cooled to rt, diluted ... Starting materials: [Al+3], C1CCOC1, NC(=O)C1CCc2[nH]c3ccc(Cl)cc3c2C1, [H-], [H-], [H-], [H-], [Li+], O. As a reaction SMILES: [Al+3:19].[CH2:25]1[O:26][CH2:27][CH2:28][CH2:29]1.[Cl:1][c:2]1[cH:3][c:4]2[c:5]3[c:10]([nH:11][c:12]2[cH:13][cH:14]1)[CH2:9][CH2:8][CH:7]([C:15](=[O:16])[NH2:17])[CH2:6]3.[H-:18].[H-:21].[H-:22].[H-:23].[Li+:20].[OH2:24]>>[Cl:1][c:2]1[cH:3][c:4]2[c:5]3[c:10]([nH:11][c:12]2[cH:13][cH:14]1)[CH2:9][CH2:8][CH:7]([CH2:15][NH2:17])[CH2:6]3. The product is NCC1CCc2[nH]c3ccc(Cl)cc3c2C1. Starting materials: ClC1=CC(=C(C(=O)OC2CCN(CC2)CC2=CC=CC=C2)C=C1)NC(C(F)(F)F)=O (1-benzyl-piperidin-4-yl 4-chloro-2-trifluoroacetamido-benzoate), [Cl-].[Na+] (sodium chloride). The solvent is N1CCCCC1 (piperidine). Conditions: time 48 hour. The product is NC1=C(C(=O)OC2CCN(CC2)CC2=CC=CC=C2)C=CC(=C1)Cl (1-benzyl-piperidin-4-yl 2-amino-4-chloro-benzoate). Isolated yield 65.7%. RXN SMILES: [Cl:1][C:2]1[CH:23]=[CH:22][C:5]([C:6]([O:8][CH:9]2[CH2:14][CH2:13][N:12]([CH2:15][C:16]3[CH:21]=[CH:20][CH:19]=[CH:18][CH:17]=3)[CH2:11][CH2:10]2)=[O:7])=[C:4]([NH:24]C(=O)C(F)(F)F)[CH:3]=1.[Cl-].[Na+]>N1CCCCC1>[NH2:24][C:4]1[CH:3]=[C:2]([Cl:1])[CH:23]=[CH:22][C:5]=1[C:6]([O:8][CH:9]1[CH2:14][CH2:13][N:12]([CH2:15][C:16]2[CH:21]=[CH:20][CH:19]=[CH:18][CH:17]=2)[CH2:11][CH2:10]1)=[O:7] |f:1.2|. Procedure details: 0.5 g (0.00113 mol) of 1-benzyl-piperidin-4-yl 4-chloro-2-trifluoroacetamido-benzoate was dissolved in 10 ml of 1N aqueous piperidine in an ultrasound bath for 1/2 hr. and subsequently stirred at room temperature for 48 hrs. The suspension was treated with semi-saturated aqueous sodium chloride solution and extracted with ethyl acetate. The organic phases were dried over sodium sulfate and concentrated and the residue was chromatographed on silica gel with ethyl acetate/hexane (1:2). 0.256 g (65... Starting materials: C(C)(C)(C)C1=NNC(=C1)N (3-tert-Butyl-1H-pyrazol-5-amine), BrC(C=O)C=O (2-Bromomalonaldehyde), CC=1C=CC(=CC1)S(=O)(=O)O (p-TsOH). The solvent is C(CCC)O (BuOH). Conditions: temperature 100 celsius, time 16 hour. The product is BrC=1C=NC=2N(C1)N=C(C2)C(C)(C)C (6-Bromo-2-tert-butyl-pyrazolo[1,5-a]pyrimidine), solid. Yield: 58.0%. As a reaction SMILES: [C:1]([C:5]1[CH:9]=[C:8]([NH2:10])[NH:7][N:6]=1)([CH3:4])([CH3:3])[CH3:2].[Br:11][CH:12]([CH:15]=O)[CH:13]=O.CC1C=CC(S(O)(=O)=O)=CC=1>C(O)CCC>[Br:11][C:12]1[CH:13]=[N:10][C:8]2[N:7]([N:6]=[C:5]([C:1]([CH3:4])([CH3:3])[CH3:2])[CH:9]=2)[CH:15]=1. Procedure details: 3-tert-Butyl-1H-pyrazol-5-amine (9 g, 64.7 mmol) was dissolved in BuOH (100 ml). 2-Bromomalonaldehyde (9.76 g, 64.7 mmol) and p-TsOH*H2O (615 mg, 3.23 mmol) were added at room temperature. The mixture was stirred for 16 hours at 100° C. The reaction mixture was evaporated to dryness and the residue was purified by flash chromatography on silica gel (120 gr, 0% to 40% EtOAc in heptane) and crystallization with a small volume of diisopropylether. The crystals were washed with diisopropylether and ... The reactants are C(C)(=O)OC (methyl acetate), C(O)([O-])=O.[Na+] (sodium hydrogencarbonate), S(=O)(Cl)Cl (thionyl chloride), C(C)(=O)OCC(C(O)C1=CC=C(CC=2C=NC=CC2)C=C1)C (3-[p-(3-acetoxy-1-hydroxy-2-methylpropyl)benzyl]pyridine). Solvent: O (water), C(Cl)Cl (methylene chloride). Product: C(C)(=O)OCC(C(Cl)C1=CC=C(CC=2C=NC=CC2)C=C1)C (3-[p-(3-acetoxy-1-chloro-2-methylpropyl)benzyl]pyridine). The yield is 86.0%. As a reaction SMILES: [C:1]([O:4][CH2:5][CH:6]([CH3:22])[CH:7]([C:9]1[CH:21]=[CH:20][C:12]([CH2:13][C:14]2[CH:15]=[N:16][CH:17]=[CH:18][CH:19]=2)=[CH:11][CH:10]=1)O)(=[O:3])[CH3:2].S(Cl)([Cl:25])=O.C(OC)(=O)C.C(=O)([O-])O.[Na+]>C(Cl)Cl.O>[C:1]([O:4][CH2:5][CH:6]([CH3:22])[CH:7]([C:9]1[CH:21]=[CH:20][C:12]([CH2:13][C:14]2[CH:15]=[N:16][CH:17]=[CH:18][CH:19]=2)=[CH:11][CH:10]=1)[Cl:25])(=[O:3])[CH3:2] |f:3.4|. Procedure details: In 4.6 ml of methylene chloride was dissolved 910 mg of 3-[p-(3-acetoxy-1-hydroxy-2-methylpropyl)benzyl]pyridine, and to the resulting solution was added 0.48 ml of thionyl chloride with ice-cooling, after which the resulting mixture was subjected to reaction at the same temperature for one hour. The solvent and the excessive thionyl chloride were removed by distillation under reduced pressure, and to the residue thus obtained were added 10 ml of methyl acetate and 10 ml of water, after which th...